Dataset: the Open Reaction Database (ORD), a public repository of structured organic reaction records. Task: describe an organic reaction: reactants, conditions, products, and yield Reaction conditions: temperature -78 celsius, time 10 minute. The product is C(#N)C1=C(C(=O)OC)C=CC=C1 (methyl 2-cyanobenzoate), FC=1C=C2C(N(C(=NC2=CC1)C=C(O)C1=C(C#N)C=CC=C1)C=1C(=NC=CC1)C)=O (2-{2-[6-fluoro-3-(2-methyl-pyridin-3-yl)-4-oxo-3,4-dihydro-quinazolin-2-yl]-1-hydroxy-vinyl}-benzonitrile). Starting materials: C(C)(C)NC(C)C (diisopropylamine), ClC1=NC=CC=C1N1C(=NC2=CC=C(C=C2C1=O)F)C (3-(2-chloro-pyridin-3-yl)-6-fluoro-2-methyl-3H-quinazolin-4-one), C(#N)C1=C(C(=O)OC)C=CC=C1 (methyl 2-cyanobenzoate), C(CCC)[Li] (butyllithium). Procedure details: Two identical reactions were run side by side. A solution of diisopropylamine (0.120 mL, 0.91 mmol) in tetrahydrofuran (5.4 mL) was chilled to -78° C. and butyllithium (0.26 mL, 0.65 mmol, 2.5 N in hexanes) was added dropwise. The solution was stirred 10 minutes and then a solution 3-(2-chloro-pyridin-3-yl)-6-fluoro-2-methyl-3H-quinazolin-4-one (0.204 g, 0.70 mmol) in tetrahydrofuran (5 mL) was added dropwise. The solution became intense red and was stirred 30 minutes. In a separate vessel a sol... The solvent is O1CCCC1 (tetrahydrofuran), O1CCCC1 (tetrahydrofuran), O1CCCC1 (tetrahydrofuran). Isolated yield 17.0%. Reaction SMILES: [CH:1](NC(C)C)(C)C.C([Li])CCC.Cl[C:14]1[C:19]([N:20]2[C:29](=[O:30])[C:28]3[C:23](=[CH:24][CH:25]=[C:26]([F:31])[CH:27]=3)[N:22]=[C:21]2[CH3:32])=[CH:18][CH:17]=[CH:16][N:15]=1.[C:33]([C:35]1[CH:44]=[CH:43][CH:42]=[CH:41][C:36]=1[C:37]([O:39][CH3:40])=[O:38])#[N:34]>O1CCCC1>[C:33]([C:35]1[CH:44]=[CH:43][CH:42]=[CH:41][C:36]=1[C:37]([O:39][CH3:40])=[O:38])#[N:34].[F:31][C:26]1[CH:27]=[C:28]2[C:23](=[CH:24][CH:25]=1)[N:22]=[C:21]([CH:32]=[C:37]([C:36]1[CH:41]=[CH:42][CH:43]=[CH:44][C:35]=1[C:33]#[N:34])[OH:38])[N:20]([C:19]1[C:14]([CH3:1])=[N:15][CH:16]=[CH:17][CH:18]=1)[C:29]2=[O:30]. Starting materials: N1C=CC2=CC=C(C=C12)CC(=O)O (indole-6-acetic acid), C(=O)(N1C=NC=C1)N1C=NC=C1 (1,1'-carbonyldiimidazole), C1(CCCC1)CN (cyclopentylmethylamine). The solvent is C(Cl)Cl (methylene chloride), CN(C=O)C (N,N-dimethylformamide), C(Cl)Cl (methylene chloride). Yields the product C1(CCCC1)CNC(CC1=CC=C2C=CNC2=C1)=O (N-cyclopentylmethylindole-6-acetamide). Yield: 81.0%. RXN SMILES: [NH:1]1[C:9]2[C:4](=[CH:5][CH:6]=[C:7]([CH2:10][C:11]([OH:13])=O)[CH:8]=2)[CH:3]=[CH:2]1.C(N1C=CN=C1)(N1C=CN=C1)=O.[CH:26]1([CH2:31][NH2:32])[CH2:30][CH2:29][CH2:28][CH2:27]1>C(Cl)Cl.CN(C)C=O>[CH:26]1([CH2:31][NH:32][C:11](=[O:13])[CH2:10][C:7]2[CH:8]=[C:9]3[C:4]([CH:3]=[CH:2][NH:1]3)=[CH:5][CH:6]=2)[CH2:30][CH2:29][CH2:28][CH2:27]1. Reported procedure: A solution of indole-6-acetic acid (0.70 g) and 1,1'-carbonyldiimidazole (0.83 g) in methylene chloride (20 ml) and N,N-dimethylformamide (5 ml) was heated at reflux for 20 min, treated with cyclopentylmethylamine (0.59 g), and heated at reflux for an additional 3 hr. The solution was diluted with methylene chloride; washed successively with 10% v/v hydrochloric acid, water and brine; dried (MgSO4); and evaporated. The residue was purified by flash chromatography, eluting with 1:19 ethyl acetate... Starting materials: C(C)N1C(CCC1)C=1C=C(C=CC1)O (3-[1-ethyl-2-pyrrolidinyl]phenol), CN=C=O (methyl isocyanate), C([O-])([O-])=O.[K+].[K+] (potassium carbonate). The solvent is O1CCCC1 (tetrahydrofuran). The product is CNC(OC1=CC(=CC=C1)C1N(CCC1)CC)=O (3-[1-Ethyl-2-pyrrolidinyl]phenyl methylcarbamate). Yield: 96.0%. Reaction SMILES: [CH2:1]([N:3]1[CH2:7][CH2:6][CH2:5][CH:4]1[C:8]1[CH:9]=[C:10]([OH:14])[CH:11]=[CH:12][CH:13]=1)[CH3:2].[CH3:15][N:16]=[C:17]=[O:18].C(=O)([O-])[O-].[K+].[K+]>O1CCCC1>[CH3:15][NH:16][C:17](=[O:18])[O:14][C:10]1[CH:11]=[CH:12][CH:13]=[C:8]([CH:4]2[CH2:5][CH2:6][CH2:7][N:3]2[CH2:1][CH3:2])[CH:9]=1 |f:2.3.4|. Procedure details: To a solution of 3-[1-ethyl-2-pyrrolidinyl]phenol (0.8 g) in dry tetrahydrofuran (40 ml) was added methyl isocyanate (0.26 ml) at ambient temperature, under nitrogen, with stirring for ten mins. Milled potassium carbonate was added and the reaction mixture was stirred for 4 hrs, and filtered through a pad of celite. The solids were washed with ethyl acetate, and the combined filtrates were concentrated. The residue was purified by flash column chromatography (silica gel, dichloromethane/0-30% me... Procedure details: Trans-5-t-butoxycarbonylmethoxy-3-[4-(dimethylamino)-cyclohexylcarbonylamino]-N-(5-chloropyridin-2-yl)benzofuran-2-carboxamide (1.92 g) obtained in Example 31 is dissolved in 6N hydrochloric acid (40 ml), and the mixture is stirred at room temperature for 2 hours. To the reaction solution is added isopropanol (100 ml), and the precipitated solid is collected by filtration, washed with isopropanol and diethyl ether, and dried under reduced pressure to give the title compound (1.86 g). The reactants are C(C)(C)(C)OC(=O)COC=1C=CC2=C(C(=C(O2)C(=O)NC2=NC=C(C=C2)Cl)NC(=O)[C@@H]2CC[C@H](CC2)N(C)C)C1 (Trans-5-t-butoxycarbonylmethoxy-3-[4-(dimethylamino)-cyclohexylcarbonylamino]-N-(5-chloropyridin-2-yl)benzofuran-2-carboxamide), C(C)(C)O (isopropanol). Reaction SMILES: C([O:5][C:6]([CH2:8][O:9][C:10]1[CH:11]=[CH:12][C:13]2[O:17][C:16]([C:18]([NH:20][C:21]3[CH:26]=[CH:25][C:24]([Cl:27])=[CH:23][N:22]=3)=[O:19])=[C:15]([NH:28][C:29]([C@H:31]3[CH2:36][CH2:35][C@H:34]([N:37]([CH3:39])[CH3:38])[CH2:33][CH2:32]3)=[O:30])[C:14]=2[CH:40]=1)=[O:7])(C)(C)C.C(O)(C)C>Cl>[ClH:27].[C:6]([CH2:8][O:9][C:10]1[CH:11]=[CH:12][C:13]2[O:17][C:16]([C:18]([NH:20][C:21]3[CH:26]=[CH:25][C:24]([Cl:27])=[CH:23][N:22]=3)=[O:19])=[C:15]([NH:28][C:29]([C@H:31]3[CH2:36][CH2:35][C@H:34]([N:37]([CH3:38])[CH3:39])[CH2:33][CH2:32]3)=[O:30])[C:14]=2[CH:40]=1)([OH:7])=[O:5] |f:3.4|. Isolated yield 200.7%. The product is Cl.C(=O)(O)COC=1C=CC2=C(C(=C(O2)C(=O)NC2=NC=C(C=C2)Cl)NC(=O)[C@@H]2CC[C@H](CC2)N(C)C)C1 (Trans-5-carboxymethyloxy-3-[4-(dimethylamino)cyclohexylcarbonylamino]-N-(5-chloropyridin-2-yl)benzofuran-2-carboxamide hydrochloride). Reaction conditions: time 2 hour. Run in Cl (hydrochloric acid). Starting materials: Cc1cc(C(=O)N(C)CCN2CCOCC2)ccc1Br, COc1ccc(CN(Cc2ccc(OC)cc2)c2ncc(-c3nc(N4CCOCC4)nc4c3CCN4)cn2)cc1, COc1ccc(CN(Cc2ccc(OC)cc2)c2ncc(-c3nc(N4CCOCC4)nc4c3CCN4c3ccc(C(=O)N(C)CCN4CCOCC4)cc3C)cn2)cc1. The product is Cc1cc(C(=O)N(C)CCN2CCOCC2)ccc1N1CCc2c(-c3cnc(N)nc3)nc(N3CCOCC3)nc21. As a reaction SMILES: [Br:41][c:42]1[cH:43][cH:44][c:45]([C:46]([N:47]([CH3:48])[CH2:49][CH2:50][N:51]2[CH2:52][CH2:53][O:54][CH2:55][CH2:56]2)=[O:57])[cH:58][c:59]1[CH3:60].[CH3:1][O:2][c:3]1[cH:4][cH:5][c:6]([CH2:7][N:8]([CH2:9][c:10]2[cH:11][cH:12][c:13]([O:14][CH3:15])[cH:16][cH:17]2)[c:18]2[n:19][cH:20][c:21](-[c:22]3[c:23]4[c:27]([n:28][c:29]([N:30]5[CH2:31][CH2:32][O:33][CH2:34][CH2:35]5)[n:36]3)[NH:26][CH2:25][CH2:24]4)[cH:37][n:38]2)[cH:39][cH:40]1.[CH3:61][O:62][c:63]1[cH:64][cH:65][c:66]([CH2:67][N:68]([c:69]2[n:70][cH:71][c:72](-[c:75]3[c:76]4[c:77]([n:78][c:79]([N:81]5[CH2:82][CH2:83][O:84][CH2:85][CH2:86]5)[n:80]3)[N:87]([c:90]3[c:91]([CH3:108])[cH:92][c:93]([C:94](=[O:95])[N:96]([CH2:97][CH2:98][N:99]5[CH2:100][CH2:101][O:102][CH2:103][CH2:104]5)[CH3:105])[cH:106][cH:107]3)[CH2:88][CH2:89]4)[cH:73][n:74]2)[CH2:109][c:110]2[cH:111][cH:112][c:113]([O:114][CH3:115])[cH:116][cH:117]2)[cH:118][cH:119]1>>[NH2:68][c:69]1[n:70][cH:71][c:72](-[c:75]2[c:76]3[c:77]([n:78][c:79]([N:81]4[CH2:82][CH2:83][O:84][CH2:85][CH2:86]4)[n:80]2)[N:87]([c:90]2[c:91]([CH3:108])[cH:92][c:93]([C:94](=[O:95])[N:96]([CH2:97][CH2:98][N:99]4[CH2:100][CH2:101][O:102][CH2:103][CH2:104]4)[CH3:105])[cH:106][cH:107]2)[CH2:88][CH2:89]3)[cH:73][n:74]1. Reaction SMILES: [CH2:44]1[O:45][CH2:46][CH2:47][CH2:48]1.[CH3:10][Si:11]([N-:12][Si:13]([CH3:14])([CH3:15])[CH3:16])([CH3:17])[CH3:18].[CH3:1][O:2][c:3]1[cH:4][cH:5][c:6]([NH2:9])[cH:7][n:8]1.[Cl:20][c:21]1[cH:22][c:23](-[c:28]2[c:29]3[n:30][cH:31][n:32]([CH:38]4[O:39][CH2:40][CH2:41][CH2:42][CH2:43]4)[c:33]3[n:34][c:35]([CH3:37])[n:36]2)[c:24]([F:27])[n:25][cH:26]1.[Cl:49][CH2:50][Cl:51].[Li+:19]>>[CH3:1][O:2][c:3]1[cH:4][cH:5][c:6]([NH:9][c:24]2[c:23](-[c:28]3[c:29]4[n:30][cH:31][n:32]([CH:38]5[O:39][CH2:40][CH2:41][CH2:42][CH2:43]5)[c:33]4[n:34][c:35]([CH3:37])[n:36]3)[cH:22][c:21]([Cl:20])[cH:26][n:25]2)[cH:7][n:8]1. Product: COc1ccc(Nc2ncc(Cl)cc2-c2nc(C)nc3c2ncn3C2CCCCO2)cn1. Reactants: C1CCOC1, C[Si](C)(C)[N-][Si](C)(C)C, COc1ccc(N)cn1, Cc1nc(-c2cc(Cl)cnc2F)c2ncn(C3CCCCO3)c2n1, ClCCl, [Li+]. The reactants are C1CCN(CC1)C(=O)N=NC(=O)N2CCCCC2 (ADDP), C(CCC)P(CCCC)CCCC (tri-n-butylphosphine), CN1N=C(C=C1CO)C(F)(F)F ((1-methyl-3-(trifluoromethyl)-1H-pyrazol-5-yl)methanol), COC(CC1=CSC2=C1C(=CC(=C2)O)F)=O (methyl(4-fluoro-6-hydroxy-1-benzothiophen-3-yl)acetate). The solvent is C1CCOC1 (THF). Conditions: time 2 hour. The product is COC(CC1=CSC2=C1C(=CC(=C2)OCC2=CC(=NN2C)C(F)(F)F)F)=O (Methyl(4-fluoro-6-((1-methyl-3-(trifluoromethyl)-1H-pyrazol-5-yl)methoxy)-1-benzothiophen-3-yl)acetate). Isolated yield 74.2%. As a reaction SMILES: C(P(CCCC)CCCC)CCC.[CH3:14][N:15]1[C:19]([CH2:20][OH:21])=[CH:18][C:17]([C:22]([F:25])([F:24])[F:23])=[N:16]1.[CH3:26][O:27][C:28](=[O:41])[CH2:29][C:30]1[C:34]2[C:35]([F:40])=[CH:36][C:37](O)=[CH:38][C:33]=2[S:32][CH:31]=1.C1CCN(C(N=NC(N2CCCCC2)=O)=O)CC1>C1COCC1>[CH3:26][O:27][C:28](=[O:41])[CH2:29][C:30]1[C:34]2[C:35]([F:40])=[CH:36][C:37]([O:21][CH2:20][C:19]3[N:15]([CH3:14])[N:16]=[C:17]([C:22]([F:23])([F:24])[F:25])[CH:18]=3)=[CH:38][C:33]=2[S:32][CH:31]=1. Procedure details: To a mixture of tri-n-butylphosphine (0.793 mL), (1-methyl-3-(trifluoromethyl)-1H-pyrazol-5-yl)methanol (187 mg), methyl(4-fluoro-6-hydroxy-1-benzothiophen-3-yl)acetate (250 mg) and THF (dry) (15 mL) was added ADDP (801 mg) at room temperature. The mixture was stirred at room temperature for 2 h and then concentrated in vacuo. To the residue was added IPE and the insoluble materials were removed by filtration. The filtrate was concentrated in vacuo. The residue was purified by silica gel column ... The reactants are CCOC(=O)CSc1ncc(C(=O)Nc2ccc(F)cc2)c(NCCNC(=O)c2ccc(N=[N+]=[N-])cc2)n1, C1CCOC1, Cl, [Na+], [OH-]. Yields the product [N-]=[N+]=Nc1ccc(C(=O)NCCNc2nc(SCC(=O)O)ncc2C(=O)Nc2ccc(F)cc2)cc1. As a reaction SMILES: [CH2:3]([CH3:4])[O:5][C:6]([CH2:7][S:8][c:9]1[n:10][cH:11][c:12]([C:30]([NH:31][c:32]2[cH:33][cH:34][c:35]([F:38])[cH:36][cH:37]2)=[O:39])[c:13]([NH:15][CH2:16][CH2:17][NH:18][C:19]([c:20]2[cH:21][cH:22][c:23]([N:26]=[N+:27]=[N-:28])[cH:24][cH:25]2)=[O:29])[n:14]1)=[O:40].[CH2:42]1[O:43][CH2:44][CH2:45][CH2:46]1.[ClH:41].[Na+:2].[OH-:1]>>[O:5]=[C:6]([CH2:7][S:8][c:9]1[n:10][cH:11][c:12]([C:30]([NH:31][c:32]2[cH:33][cH:34][c:35]([F:38])[cH:36][cH:37]2)=[O:39])[c:13]([NH:15][CH2:16][CH2:17][NH:18][C:19]([c:20]2[cH:21][cH:22][c:23]([N:26]=[N+:27]=[N-:28])[cH:24][cH:25]2)=[O:29])[n:14]1)[OH:40]. Starting materials: Cl.ClC1=CC(=NC=C1)C1=CC(=CC=C1)Cl (4-chloro-2-(3-chlorophenyl)pyridine hydrochloride), NC1=CC=C(C=C1)CCO (2-(4-aminophenyl)ethanol), hydrochloride salt. The product is Cl.ClC=1C=C(C=CC1)C1=NC=CC(=C1)NC1=CC=C(C=C1)CCO (2-(4-((2-(3-Chlorophenyl)pyridin-4-yl)amino)phenyl)ethanol hydrochloride). Yield: 64.8%. RXN SMILES: Cl.[Cl:2][C:3]1[CH:8]=[CH:7][N:6]=[C:5]([C:9]2[CH:14]=[CH:13][CH:12]=[C:11]([Cl:15])[CH:10]=2)[CH:4]=1.[NH2:16][C:17]1[CH:22]=[CH:21][C:20]([CH2:23][CH2:24][OH:25])=[CH:19][CH:18]=1>>[ClH:2].[Cl:15][C:11]1[CH:10]=[C:9]([C:5]2[CH:4]=[C:3]([NH:16][C:17]3[CH:22]=[CH:21][C:20]([CH2:23][CH2:24][OH:25])=[CH:19][CH:18]=3)[CH:8]=[CH:7][N:6]=2)[CH:14]=[CH:13][CH:12]=1 |f:0.1,3.4|. Procedure details: Following general procedure A2, 4-chloro-2-(3-chlorophenyl)pyridine hydrochloride (0.114 g, 0.44 mmol) was reacted with 2-(4-aminophenyl)ethanol (0.072 g, 0.53 mmol), followed by formation of the hydrochloride salt to afford the title compound (0.103 g, 65%) as a light yellow solid. MW=361.27. 1H NMR (DMSO-d6, 500 MHz) δ 14.08 (s, 1H), 10.70 (s, 1H), 8.28 (d, J=7.0 Hz, 1H), 7.96 (t, J=2.0 Hz, 1H), 7.79 (d, J=7.5 Hz, 1H), 7.73-7.69 (m, 1H), 7.65 (t, J=8.0 Hz, 1H), 7.37-7.28 (m, 5H), 7.13-7.08 (m,... Starting materials: C1(=CC=CC=C1)CCCN1CC(CC1)NC(=O)C1=CC2=CN=C3C=CC=C(S1)N32 (N-[1-(3-phenylpropan-1-yl)pyrrolidin-3-yl]-5-thia-1,8b-diazaacenaphthylene-4-carboxamide), Cl.CO (HCl methanol). Run in C(C)O (ethanol). Product: Cl.Cl.C1(=CC=CC=C1)CCCN1CC(CC1)NC(=O)C1=CC2=CN=C3C=CC=C(S1)N32 (N-[1-(3-phenylpropan-1-yl)pyrrolidin-3-yl]-5-thia-1,8b-diazaacenaphthylene-4-carboxamide Dihydrochloride). As a reaction SMILES: [C:1]1([CH2:7][CH2:8][CH2:9][N:10]2[CH2:14][CH2:13][CH:12]([NH:15][C:16]([C:18]3[S:28][C:27]4[N:29]5[C:20](=[CH:21][N:22]=[C:23]5[CH:24]=[CH:25][CH:26]=4)[CH:19]=3)=[O:17])[CH2:11]2)[CH:6]=[CH:5][CH:4]=[CH:3][CH:2]=1.[ClH:30].CO>C(O)C>[ClH:30].[ClH:30].[C:1]1([CH2:7][CH2:8][CH2:9][N:10]2[CH2:14][CH2:13][CH:12]([NH:15][C:16]([C:18]3[S:28][C:27]4[N:29]5[C:20](=[CH:21][N:22]=[C:23]5[CH:24]=[CH:25][CH:26]=4)[CH:19]=3)=[O:17])[CH2:11]2)[CH:6]=[CH:5][CH:4]=[CH:3][CH:2]=1 |f:1.2,4.5.6|. Reported procedure: To a solution of 242.4 mg (0.60 mM) of N-[1-(3-phenylpropan-1-yl)pyrrolidin-3-yl]-5-thia-1,8b-diazaacenaphthylene-4-carboxamide in ethanol (2 ml) was added 1.5 ml (6.0 mM) of 4N-HCl/methanol at room temperature and the mixture was stirred at room temperature for several minutes. The solvent was then distilled off under reduced pressure and diethyl ether was added to the residue. The resulting crystals were collected by filtration and rinsed with diethyl ether to provide the title compound.